This data is from the Open Reaction Database (ORD), a public repository of structured organic reaction records. The task is: describe an organic reaction: reactants, conditions, products, and yield Reactants: C(C)(C)(C)C1CCC(CC1)OC=1C=C2C=CC(=CC2=CC1)CN1CCC(CC1)(C(=O)O)CC (1-[6-(4-tert-Butyl-cyclohexyloxy)-naphthalen-2-ylmethyl]-4-ethyl-piperidine-4-carboxylic acid), C(C)(=O)O (Acetic acid), CO (Methanol), CC1CNCCC1C(=O)O (3-Methyl-piperidine-4-carboxylic acid), C(C)(C)(C)C1CCC(CC1)OC=1C=C2C=CC(=CC2=CC1)C=O (6-(4-tert-Butyl-cyclohexyloxy)-naphthalene-2-carbaldehyde), C(#N)[BH3-].[Na+] (sodium cyanoborohydride). Product: C(C)(C)(C)C1CCC(CC1)OC=1C=C2C=CC(=CC2=CC1)CN1CC(C(CC1)C(=O)O)C (1-[6-(4-tert-Butyl-cyclohexyloxy)-naphthalen-2-ylmethyl]-3-methyl-piperidine-4-carboxylic acid). The yield is 2.0%. RXN SMILES: [C:1]([CH:5]1[CH2:10][CH2:9][CH:8]([O:11][C:12]2[CH:13]=[C:14]3[C:19](=[CH:20][CH:21]=2)[CH:18]=[C:17]([CH2:22][N:23]2[CH2:28][CH2:27][C:26](CC)([C:29]([OH:31])=[O:30])[CH2:25][CH2:24]2)[CH:16]=[CH:15]3)[CH2:7][CH2:6]1)([CH3:4])([CH3:3])[CH3:2].[CH3:34]C1C(C(O)=O)CCNC1.C(C1CCC(OC2C=C3C(=CC=2)C=C(C=O)C=C3)CC1)(C)(C)C.C(O)(=O)C.CO.C([BH3-])#N.[Na+]>>[C:1]([CH:5]1[CH2:6][CH2:7][CH:8]([O:11][C:12]2[CH:13]=[C:14]3[C:19](=[CH:20][CH:21]=2)[CH:18]=[C:17]([CH2:22][N:23]2[CH2:24][CH2:25][CH:26]([C:29]([OH:31])=[O:30])[CH:27]([CH3:34])[CH2:28]2)[CH:16]=[CH:15]3)[CH2:9][CH2:10]1)([CH3:3])([CH3:2])[CH3:4] |f:5.6|. Procedure: The compound was prepared in a manner similar as to that described for 1-[6-(4-tert-Butyl-cyclohexyloxy)-naphthalen-2-ylmethyl]-4-ethyl-piperidine-4-carboxylic acid using 3-Methyl-piperidine-4-carboxylic acid (0.154 g, 1.08 mmol), 6-(4-tert-Butyl-cyclohexyloxy)-naphthalene-2-carbaldehyde (0.3 g, 0.9 mmol) and Acetic acid (0.18 mL, 3.1 mmol) in Methanol (1.8 mL, 44 mmol) and sodium cyanoborohydride (84.101 mg, 1.3383 mmol) to give 6 mg 1-[6-(4-tert-Butyl-cyclohexyloxy)-naphthalen-2-ylmethyl]-3-me... Reactants: CI (methyl iodide), C(C)(=O)OCC (Ethyl acetate), ClC1=NC(=CC(=C1)CO)Cl (2,6-dichloro-4-pyridinemethanol), [H-].[Na+] (sodium hydride). Run in O1CCCC1 (THF), O1CCCC1 (tetrahydrofuran), O1CCCC1 (THF). Run at time 2 hour. Product: ClC1=NC(=CC(=C1)COC)Cl (2,6-dichloro-4-methoxymethylpyridine). RXN SMILES: [Cl:1][C:2]1[CH:7]=[C:6]([CH2:8][OH:9])[CH:5]=[C:4]([Cl:10])[N:3]=1.[H-].[Na+].CI.[C:15](OCC)(=O)C>O1CCCC1>[Cl:1][C:2]1[CH:7]=[C:6]([CH2:8][O:9][CH3:15])[CH:5]=[C:4]([Cl:10])[N:3]=1 |f:1.2|. Procedure: 0.18 g of 2,6-dichloro-4-pyridinemethanol were dissolved into 5 ml of tetrahydrofuran (hereinafter referred to as “THF”), the solution was cooled by ice, and thereafter 0.04 g of sodium hydride (oil base, 60%) were added. To this, a solution of 0.15 g of methyl iodide dissolved in 2 ml of THF was added dropwise, and stirring was conducted for 2 hours at room temperature. Ethyl acetate was added to the reacted solution, and after the organic phase was washed by water, the organic phase was dried ...